From a dataset of the Open Reaction Database (ORD), a public repository of structured organic reaction records. describe an organic reaction: reactants, conditions, products, and yield Reactants: [Mg] (magnesium), Cl (hydrochloride), CN(C)C(C1=CC=C(C#N)C=C1)C1C(CCCC1)=O (4-[dimethylamino-(2-oxocyclohexyl)methyl]benzonitrile), BrC1=CC=C(C=C1)C(F)(F)F (4-bromobenzotrifluoride), base, Grignard reagent, [Cl-].[NH4+] (ammonium chloride), N (ammonia). Run in CCOCC (ether), CCOCC (ether), O (water), CCOCC (ether). Product: crude base, Cl.CN(C)C(C1=CC=C(C#N)C=C1)C1C(CCCC1)(C1=CC=C(C=C1)C(F)(F)F)O (4-{dimethylamino-[2-hydroxy-2-(4-trifluoromethylphenyl)cyclohexyl]methyl}-benzonitrile, hydrochloride). Isolated yield 3.3%. As a reaction SMILES: [Mg].Br[C:3]1[CH:8]=[CH:7][C:6]([C:9]([F:12])([F:11])[F:10])=[CH:5][CH:4]=1.[ClH:13].[CH3:14][N:15]([CH:17]([CH:26]1[CH2:31][CH2:30][CH2:29][CH2:28][C:27]1=[O:32])[C:18]1[CH:25]=[CH:24][C:21]([C:22]#[N:23])=[CH:20][CH:19]=1)[CH3:16].N.[Cl-].[NH4+]>CCOCC.O>[ClH:13].[CH3:16][N:15]([CH:17]([CH:26]1[CH2:31][CH2:30][CH2:29][CH2:28][C:27]1([OH:32])[C:3]1[CH:8]=[CH:7][C:6]([C:9]([F:12])([F:11])[F:10])=[CH:5][CH:4]=1)[C:18]1[CH:25]=[CH:24][C:21]([C:22]#[N:23])=[CH:20][CH:19]=1)[CH3:14] |f:5.6,9.10|. Reported procedure: 0.34 g (14.0 mmole) of magnesium turnings was stirred in 10 ml of ether of analysis purity. 3.16 g (14.0 mmole) of 4-bromobenzotrifluoride dissolved in 10 ml of ether were added dropwise so that the reaction mixture boiled gently. After completion of the addition the reaction mixture was stirred for a further hour at RT. The base was freed from 3.5 g (12.0 mmole) of the hydrochloride of 4-[dimethylamino-(2-oxocyclohexyl)methyl]benzonitrile obtained according to stage 1 with 30 ml of water and 5 ... Reactants: COc1cc(CC2COC(=O)C2)cc(OC)c1OC, COc1cc(C=O)cc(OC)c1OC, CO, Cc1ccccc1, [H-], [Na+]. The product is COc1cc(C=C2C(=O)OCC2Cc2cc(OC)c(OC)c(OC)c2)cc(OC)c1OC. As a reaction SMILES: [CH3:1][O:2][c:3]1[cH:4][c:5]([CH2:13][CH:14]2[CH2:15][C:16](=[O:17])[O:18][CH2:19]2)[cH:6][c:7]([O:11][CH3:12])[c:8]1[O:9][CH3:10].[CH3:20][O:21][c:22]1[cH:23][c:24]([CH:25]=[O:26])[cH:27][c:28]([O:32][CH3:33])[c:29]1[O:30][CH3:31].[CH3:36][OH:37].[CH3:38][c:39]1[cH:40][cH:41][cH:42][cH:43][cH:44]1.[H-:34].[Na+:35]>>[CH3:1][O:2][c:3]1[cH:4][c:5]([CH2:13][CH:14]2[C:15](=[CH:25][c:24]3[cH:23][c:22]([O:21][CH3:20])[c:29]([O:30][CH3:31])[c:28]([O:32][CH3:33])[cH:27]3)[C:16](=[O:17])[O:18][CH2:19]2)[cH:6][c:7]([O:11][CH3:12])[c:8]1[O:9][CH3:10]. Starting materials: C[O-], CO, C=CS(=O)(=O)N1CCN(c2ccc(Nc3nccc(-c4cnc(C)n4C(C)C)n3)cc2)CC1, [Na+]. Product: COCCS(=O)(=O)N1CCN(c2ccc(Nc3nccc(-c4cnc(C)n4C(C)C)n3)cc2)CC1. As a reaction SMILES: [CH3:1][O-:2].[CH3:37][OH:38].[CH:4](=[CH2:5])[S:6](=[O:7])(=[O:8])[N:9]1[CH2:10][CH2:11][N:12]([c:15]2[cH:16][cH:17][c:18]([NH:19][c:20]3[n:21][cH:22][cH:23][c:24](-[c:26]4[cH:27][n:28][c:29]([CH3:34])[n:30]4[CH:31]([CH3:32])[CH3:33])[n:25]3)[cH:35][cH:36]2)[CH2:13][CH2:14]1.[Na+:3]>>[CH3:1][O:2][CH2:5][CH2:4][S:6](=[O:7])(=[O:8])[N:9]1[CH2:10][CH2:11][N:12]([c:15]2[cH:16][cH:17][c:18]([NH:19][c:20]3[n:21][cH:22][cH:23][c:24](-[c:26]4[cH:27][n:28][c:29]([CH3:34])[n:30]4[CH:31]([CH3:32])[CH3:33])[n:25]3)[cH:35][cH:36]2)[CH2:13][CH2:14]1. Starting materials: COC(=O)c1cc(N)ccc1Oc1ccccc1, NN. Product: NNC(=O)c1cc(N)ccc1Oc1ccccc1. Reaction SMILES: [CH3:1][O:2][C:3]([c:4]1[c:5]([O:11][c:12]2[cH:13][cH:14][cH:15][cH:16][cH:17]2)[cH:6][cH:7][c:8]([NH2:10])[cH:9]1)=[O:18].[NH2:19][NH2:20]>>[O:2]=[C:3]([c:4]1[c:5]([O:11][c:12]2[cH:13][cH:14][cH:15][cH:16][cH:17]2)[cH:6][cH:7][c:8]([NH2:10])[cH:9]1)[NH:19][NH2:20]. Starting materials: CC(=O)O (AcOH), NN (NH2NH2), C1(CC1)C1=NN2C(C(=CC=C2C(C(CC(=O)O)C)=O)OC)=N1 (4-(2-Cyclopropyl-8-methoxy-[1,2,4]triazolo[1,5-a]pyridin-5-yl)-3-methyl-4-oxo-butyric acid). The solvent is CCO (EtOH). Yields the product C1(CC1)C1=NN2C(C(=CC=C2C=2C(CC(NN2)=O)C)OC)=N1 (6-(2-Cyclopropyl-8-methoxyl-[1,2,4]triazolo[1,5-a]pyridin-5-yl)-5-methyl-4,5-dihydro-2H-pyridazin-3-one). Reaction SMILES: [CH:1]1([C:4]2[N:22]=[C:7]3[C:8]([O:20][CH3:21])=[CH:9][CH:10]=[C:11]([C:12](=O)[CH:13]([CH3:18])[CH2:14][C:15](O)=[O:16])[N:6]3[N:5]=2)[CH2:3][CH2:2]1.CC(O)=O.[NH2:27][NH2:28]>CCO>[CH:1]1([C:4]2[N:22]=[C:7]3[C:8]([O:20][CH3:21])=[CH:9][CH:10]=[C:11]([C:12]4[CH:13]([CH3:18])[CH2:14][C:15](=[O:16])[NH:27][N:28]=4)[N:6]3[N:5]=2)[CH2:3][CH2:2]1. Procedure details: Under an argon atmosphere 4-(2-Cyclopropyl-8-methoxy-[1,2,4]triazolo[1,5-a]pyridin-5-yl)-3-methyl-4-oxo-butyric acid (0.1 g, ca. 0.33 mmol) was dissolved in EtOH (1.5 mL). AcOH (0.11 mL, 1.98 mmol) and NH2NH2*H2O (0.048 mL, 0.99 mmol) were added. The solution was heated at reflux for 17 h after which it was concentrated in vacuo and co-concentrated with toluene. Aq. NaHCO3 was added and the aqueous phase was extracted with ÉtOAc (×2). The combined organic phases were dried over Na2SO4, filtered ... Run in C(C)O (ethanol). The reactants are Cl (Hydrochloric acid), COC=1C=C(COC2=NN(C=C2CC(=O)OC)C2=CC=CC=C2)C=CC1OCC=1N=C(OC1C)C1=CC=CC=C1 (methyl [3-[3-methoxy-4-(5-methyl-2-phenyl-4-oxazolylmethoxy)benzyloxy]-1-phenyl-1H-pyrazol-4-yl]acetate), [OH-].[Na+] (sodium hydroxide), O1CCCC1 (tetrahydrofuran). The product is COC=1C=C(COC2=NN(C=C2CC(=O)O)C2=CC=CC=C2)C=CC1OCC=1N=C(OC1C)C1=CC=CC=C1 ([3-[3-methoxy-4-(5-methyl-2-phenyl-4-oxazolylmethoxy)benzyloxy]-1-phenyl-1H-pyrazol-4-yl]acetic acid). Procedure details: A mixture of methyl [3-[3-methoxy-4-(5-methyl-2-phenyl-4-oxazolylmethoxy)benzyloxy]-1-phenyl-1H-pyrazol-4-yl]acetate (496 mg), 1 N aqueous sodium hydroxide solution (2 ml), tetrahydrofuran (4 ml) and ethanol (4 ml) was stirred at room temperature for 1 hr. 1N Hydrochloric acid (2 ml) was added to the reaction mixture and the mixture was extracted with ethyl acetate. The ethyl acetate layer was washed with saturated brine, dried (MgSO4) and concentrated. The obtained colorless crystals were colle... The yield is 90.7%. As a reaction SMILES: [CH3:1][O:2][C:3]1[CH:4]=[C:5]([CH:24]=[CH:25][C:26]=1[O:27][CH2:28][C:29]1[N:30]=[C:31]([C:35]2[CH:40]=[CH:39][CH:38]=[CH:37][CH:36]=2)[O:32][C:33]=1[CH3:34])[CH2:6][O:7][C:8]1[C:12]([CH2:13][C:14]([O:16]C)=[O:15])=[CH:11][N:10]([C:18]2[CH:23]=[CH:22][CH:21]=[CH:20][CH:19]=2)[N:9]=1.[OH-].[Na+].O1CCCC1.Cl>C(O)C>[CH3:1][O:2][C:3]1[CH:4]=[C:5]([CH:24]=[CH:25][C:26]=1[O:27][CH2:28][C:29]1[N:30]=[C:31]([C:35]2[CH:40]=[CH:39][CH:38]=[CH:37][CH:36]=2)[O:32][C:33]=1[CH3:34])[CH2:6][O:7][C:8]1[C:12]([CH2:13][C:14]([OH:16])=[O:15])=[CH:11][N:10]([C:18]2[CH:19]=[CH:20][CH:21]=[CH:22][CH:23]=2)[N:9]=1 |f:1.2|. Reaction conditions: time 1 hour.